This data is from the Open Reaction Database (ORD), a public repository of structured organic reaction records. The task is: describe an organic reaction: reactants, conditions, products, and yield Reactants: O=C[C@H](O)[C@@H](O)[C@H](O)[C@H](O)CO (glucose), ketone, C1OC=2C=C(C=CC2O1)CC(C)=O (3,4-methylenedioxyphenyl acetone), P(=O)([O-])([O-])O.[Na+].[Na+] (disodium phosphate), P(O)(O)(O)=O (phosphoric acid). Run in O (water), O (water). Run at time 37.5 minute. Product: C[C@@H](CC1=CC2=C(OCO2)C=C1)O ((S)-α-methyl-1,3 benzodioxole-5-ethanol). The yield is 97.0%. As a reaction SMILES: [CH2:1]1[O:9][C:8]2[CH:7]=[CH:6][C:5]([CH2:10][C:11](=[O:13])[CH3:12])=[CH:4][C:3]=2[O:2]1.P(O)([O-])([O-])=O.[Na+].[Na+].P(=O)(O)(O)O.O=C[C@@H]([C@H]([C@@H]([C@@H](CO)O)O)O)O>O>[CH3:12][C@H:11]([OH:13])[CH2:10][C:5]1[CH:6]=[CH:7][C:8]2[O:9][CH2:1][O:2][C:3]=2[CH:4]=1 |f:1.2.3|. Procedure details: 1 equiv. of 3,4-methylenedioxyphenyl acetone, 0.45 equiv. disodium phosphate, 0.03 equiv. phosphoric acid, 12.5 volumes AD-7 resin and 5.8 volumes of water were mixed together and stirred for 15-60 minutes at 20°-25° C. 2.27 equiv. of glucose were added and Z. rouxii ATCC 14462 is added in an amount of 1.5 grams wet cell paste per gram of ketone (this is 0.375 grams/gram on a dry basis). This mixture was diluted with water to 25 volumes and then gently stirred at 33°-35° C. for 8-16 hours. The m... Starting materials: FC=1C=C(C=CC1[N+](=O)[O-])O (3-fluoro-4-nitrophenol), COC1=CC(=CC=C1)N (m-anisidine). The solvent is ClCCl (dichloromethane). Run at temperature 150 celsius, time 2.5 hour. Yields the product COC=1C=C(C=CC1)NC=1C=C(C=CC1[N+](=O)[O-])O (3-(3-Methoxyphenyl)amino-4-nitrophenol). RXN SMILES: F[C:2]1[CH:3]=[C:4]([OH:11])[CH:5]=[CH:6][C:7]=1[N+:8]([O-:10])=[O:9].[CH3:12][O:13][C:14]1[CH:19]=[CH:18][CH:17]=[C:16]([NH2:20])[CH:15]=1>ClCCl>[CH3:12][O:13][C:14]1[CH:15]=[C:16]([NH:20][C:2]2[CH:3]=[C:4]([OH:11])[CH:5]=[CH:6][C:7]=2[N+:8]([O-:10])=[O:9])[CH:17]=[CH:18][CH:19]=1. Procedure details: 4 g of 3-fluoro-4-nitrophenol and 9.4 g of m-anisidine were mixed and stirred for 2.5 hours at 150° C. After cooling, it was dissolved in dichloromethane and extracted three times with 1N aqueous hydrochloric acid. The organic phase was dried on sodium sulfate, concentrated by evaporation in a vacuum, and the residue was chromatographed on silica gel.